From a dataset of the Open Reaction Database (ORD), a public repository of structured organic reaction records. describe an organic reaction: reactants, conditions, products, and yield The reactants are CCN1CCOCC1, CCN=C=NCCCN(C)C, CN1CC(C(=O)O)NC1=O, NCc1cccc(C(F)(F)F)c1Cl, ClCCl, Cl, O, On1nnc2ccccc21. The product is CN1CC(C(=O)NCc2cccc(C(F)(F)F)c2Cl)NC1=O. RXN SMILES: [CH2:11]([N:12]1[CH2:13][CH2:14][O:15][CH2:16][CH2:17]1)[CH3:18].[CH2:31]([N:32]=[C:33]=[N:34][CH2:35][CH2:36][CH2:37][N:38]([CH3:39])[CH3:40])[CH3:41].[CH3:1][N:2]1[C:3](=[O:10])[NH:4][CH:5]([C:7](=[O:8])[OH:9])[CH2:6]1.[Cl:42][c:43]1[c:44]([CH2:53][NH2:54])[cH:45][cH:46][cH:47][c:48]1[C:49]([F:50])([F:51])[F:52].[Cl:55][CH2:56][Cl:57].[ClH:30].[OH2:19].[OH:20][n:21]1[c:22]2[cH:23][cH:24][cH:25][cH:26][c:27]2[n:28][n:29]1>>[CH3:1][N:2]1[C:3](=[O:10])[NH:4][CH:5]([C:7](=[O:9])[NH:54][CH2:53][c:44]2[c:43]([Cl:42])[c:48]([C:49]([F:50])([F:51])[F:52])[cH:47][cH:46][cH:45]2)[CH2:6]1. Starting materials: CCOC(C)=O, CN1CCCCC1=O, CCN(C(C)C)C(C)C, COc1ccc(CNc2nnc(Cl)c3ccc(C#N)cc23)cc1Cl, OC1CCNCC1. Product: COc1ccc(CNc2nnc(N3CCC(O)CC3)c3ccc(C#N)cc23)cc1Cl. Reaction SMILES: [CH3:41][CH2:42][O:43][C:44](=[O:45])[CH3:46].[CH3:47][N:48]1[CH2:49][CH2:50][CH2:51][CH2:52][C:53]1=[O:54].[CH:32]([N:33]([CH:34]([CH3:35])[CH3:36])[CH2:37][CH3:38])([CH3:39])[CH3:40].[Cl:1][c:2]1[n:3][n:4][c:5]([NH:14][CH2:15][c:16]2[cH:17][c:18]([Cl:24])[c:19]([O:22][CH3:23])[cH:20][cH:21]2)[c:6]2[cH:7][c:8]([C:12]#[N:13])[cH:9][cH:10][c:11]12.[OH:25][CH:26]1[CH2:27][CH2:28][NH:29][CH2:30][CH2:31]1>>[c:2]1([N:29]2[CH2:28][CH2:27][CH:26]([OH:25])[CH2:31][CH2:30]2)[n:3][n:4][c:5]([NH:14][CH2:15][c:16]2[cH:17][c:18]([Cl:24])[c:19]([O:22][CH3:23])[cH:20][cH:21]2)[c:6]2[cH:7][c:8]([C:12]#[N:13])[cH:9][cH:10][c:11]12. Starting materials: COC=1C=C(C(=O)Cl)C=CC1 (3-methoxybenzoyl chloride), NC1CN2CCC1CC2 (3-aminoquinuclidine). Run in CCOCC (ether), CCOCC (ether). Run at time 16 hour. The product is Cl.N12CC(C(CC1)CC2)NC(C2=CC(=CC=C2)OC)=O (N-(1-Azabicyclo[2.2.2]oct-3-yl)-3-methoxybenzamide, Monohydrochloride). Isolated yield 89.1%. Reaction SMILES: [CH3:1][O:2][C:3]1[CH:4]=[C:5]([CH:9]=[CH:10][CH:11]=1)[C:6]([Cl:8])=[O:7].[NH2:12][CH:13]1[CH:18]2[CH2:19][CH2:20][N:15]([CH2:16][CH2:17]2)[CH2:14]1>CCOCC>[ClH:8].[N:15]12[CH2:20][CH2:19][CH:18]([CH2:17][CH2:16]1)[CH:13]([NH:12][C:6](=[O:7])[C:5]1[CH:9]=[CH:10][CH:11]=[C:3]([O:2][CH3:1])[CH:4]=1)[CH2:14]2 |f:3.4|. Procedure details: In a closed system, a solution of 3-methoxybenzoyl chloride (7.18 g, 0.04206 mole) in 30 ml ether was added dropwise to a stirred solution of 3-aminoquinuclidine (5.30 g, 0.04206 mole) in 100 ml of ether. The reaction mixture was stirred at ambient temperature for 16 hr. The solid hydrochloride salt was collected under nitrogen and dried in vacuo at ambient temperature to give 11.12 g (87.1%) of the product. The material was recrystallized from absolute ethanol-isopropyl ether to give 7.69 g. Th...